This data is from the Open Reaction Database (ORD), a public repository of structured organic reaction records. The task is: describe an organic reaction: reactants, conditions, products, and yield Reactants: Cl (Hydrochloric acid), BrC=1C=C2C(C(N(C2=CC1)C(OCC)OCC)=O)C1=NC=NC2=CC(=C(C=C12)OC)OCCOC (4-(5-bromo-1-diethoxymethyloxindol-3-yl)-6-methoxy-7-(2-methoxyethoxy)quinazoline). Run in C(C)O (ethanol). Yields the product BrC=1C=C2C(C(NC2=CC1)=O)C1=NC=NC2=CC(=C(C=C12)OC)OCCOC (4-(5-bromooxindol-3-yl)-6-methoxy-7-(2-methoxyethoxy)quinazoline), hydrochloride salt. Yield: 30.0%. RXN SMILES: Cl.[Br:2][C:3]1[CH:4]=[C:5]2[C:9](=[CH:10][CH:11]=1)[N:8](C(OCC)OCC)[C:7](=[O:19])[CH:6]2[C:20]1[C:29]2[C:24](=[CH:25][C:26]([O:32][CH2:33][CH2:34][O:35][CH3:36])=[C:27]([O:30][CH3:31])[CH:28]=2)[N:23]=[CH:22][N:21]=1>C(O)C>[Br:2][C:3]1[CH:4]=[C:5]2[C:9](=[CH:10][CH:11]=1)[NH:8][C:7](=[O:19])[CH:6]2[C:20]1[C:29]2[C:24](=[CH:25][C:26]([O:32][CH2:33][CH2:34][O:35][CH3:36])=[C:27]([O:30][CH3:31])[CH:28]=2)[N:23]=[CH:22][N:21]=1. Reported procedure: 2M Hydrochloric acid (2.75 ml, 5.5 mmol) was added to a solution of 4-(5-bromo-1-diethoxymethyloxindol-3-yl)-6-methoxy-7-(2-methoxyethoxy)quinazoline (300 mg, 0.55 mmol) in ethanol (20 ml) at 90° C. The mixture was heated for 1 hour, the solid product was collected by filtration and purified on a Diaion (trade mark of Mitsubishi) HP20SS resin column, eluting with acetonitrile (using a gradient of 0 to 100%) in hydrochloric acid (pH2). Concentration of the fractions by evaporation gave a precipit... Starting materials: ClC1=C(C=CC=C1)C=1N=C(SC1)N (4-(2-chlorophenyl)-1,3-thiazol-2-amine), ClC1=C(C(=CC(=C1)Cl)Cl)S(=O)(=O)Cl (2,4,6-trichlorobenzenesulfonyl chloride). The product is ClC1=C(C(=CC(=C1)Cl)Cl)S(=O)(=O)NC=1SC=C(N1)C1=C(C=CC=C1)Cl (2,4,6-Trichloro-N-[4-(2-chlorophenyl)-1,3-thiazol-2-yl]benzenesulfonamide), solid. Reaction SMILES: [Cl:1][C:2]1[CH:7]=[CH:6][CH:5]=[CH:4][C:3]=1[C:8]1[N:9]=[C:10]([NH2:13])[S:11][CH:12]=1.[Cl:14][C:15]1[CH:20]=[C:19]([Cl:21])[CH:18]=[C:17]([Cl:22])[C:16]=1[S:23](Cl)(=[O:25])=[O:24]>>[Cl:14][C:15]1[CH:20]=[C:19]([Cl:21])[CH:18]=[C:17]([Cl:22])[C:16]=1[S:23]([NH:13][C:10]1[S:11][CH:12]=[C:8]([C:3]2[CH:4]=[CH:5][CH:6]=[CH:7][C:2]=2[Cl:1])[N:9]=1)(=[O:25])=[O:24]. Procedure details: The title compound was prepared from 4-(2-chlorophenyl)-1,3-thiazol-2-amine and 2,4,6-trichlorobenzenesulfonyl chloride as described in the synthetic METHOD B to give a white solid (38.7 mg) with purity >90%. MS (pos) m/z 453.0, 455.0, 457.0. Reactants: C(=O)(O)[C@@H](O)[C@H](O)C(=O)O.N[C@H]1CNCC1 ((3R)-3-Aminopyrrolidine D(-)-tartrate), [OH-].[Na+] (sodium hydroxide), [Cl-].[K+].[Pt+2].[Cl-].[Cl-] (platinum (II) potassium chloride). Solvent: O (water). The product is [Pt+2].Cl[C@H]1N(CC[C@H]1N)Cl (cis-dichloro-(3R)-3-aminopyrrolidine platinum (II)). Isolated yield 57.2%. Reaction SMILES: C([C@H]([C@@H](C(O)=O)O)O)(O)=O.[NH2:11][C@@H:12]1[CH2:16][CH2:15][NH:14][CH2:13]1.[OH-].[Na+].[Cl-:19].[K+].[Pt+2:21].[Cl-:22].[Cl-]>O>[Pt+2:21].[Cl:19][C@@H:13]1[C@H:12]([NH2:11])[CH2:16][CH2:15][N:14]1[Cl:22] |f:0.1,2.3,4.5.6.7.8,10.11|. Procedure details: (3R)-3-Aminopyrrolidine D(-)-tartrate (236 mg) prepared in Reference Example 1-(1) is dissolved in water (40 ml) and thereto is added sodium hydroxide (80 mg), and the mixture is stirred at room temperature. To the solution is added platinum (II) potassium chloride (415 mg), and the mixture is stirred at room temperature overnight. The precipitated solid is removed by filtration, and the filtrate is concentrated under reduced pressure. To the residue is added water (2 ml), and the resulting crys... The reactants are FC(C(C(F)(F)F)F)(S(=O)(=O)O)F (1,1,2,3,3,3-hexafluoropropanesulfonic acid), C(C)N1C2=CC=CC=C2C=2C=C(C=CC12)N (9-ethyl-3-carbazolylamine), N(=O)OCCC(C)C (isoamyl nitrite). Run in O1CCCC1 (tetrahydrofuran). Conditions: temperature 0 celsius, time 4 hour. Yields the product FC(C(C(F)(F)F)F)(S(=O)(=O)[O-])F.C(C)N1C2=CC=CC=C2C=2C=C(C=CC12)[N+]#N (9-ethyl-3-carbazolediazonium 1,1,2,3,3,3-hexafluoropropanesulfonate). As a reaction SMILES: [F:1][C:2]([F:13])([S:9]([OH:12])(=[O:11])=[O:10])[CH:3]([F:8])[C:4]([F:7])([F:6])[F:5].[CH2:14]([N:16]1[C:28]2[CH:27]=[CH:26][C:25]([NH2:29])=[CH:24][C:23]=2[C:22]2[C:17]1=[CH:18][CH:19]=[CH:20][CH:21]=2)[CH3:15].[N:30](OCCC(C)C)=O>O1CCCC1>[F:13][C:2]([F:1])([S:9]([O-:12])(=[O:10])=[O:11])[CH:3]([F:8])[C:4]([F:5])([F:7])[F:6].[CH2:14]([N:16]1[C:28]2[CH:27]=[CH:26][C:25]([N+:29]#[N:30])=[CH:24][C:23]=2[C:22]2[C:17]1=[CH:18][CH:19]=[CH:20][CH:21]=2)[CH3:15] |f:4.5|. Procedure details: 3 ml of 1,1,2,3,3,3-hexafluoropropanesulfonic acid were added to a solution of 20 ml of tetrahydrofuran (THF) and 4.2 g of 9-ethyl-3-carbazolylamine. After cooling to 0° C., 3 ml of isoamyl nitrite were added dropwise while stirring in such a way that the temperature did not rise above 10° C. After completion of the dropwise addition, the icebath was removed and the stirring of the reaction mixture was continued for a further 4 h. 50 ml of diethyl ether were added, and the precipitate produced w...